This data is from the Open Reaction Database (ORD), a public repository of structured organic reaction records. The task is: describe an organic reaction: reactants, conditions, products, and yield Reactants: CCOC(=O)CBr, CC#N, O=C1COc2cc(Cl)c(Cl)cc2N1, Cl, CN(C)C=O, O, O=C(O)C(F)(F)F. The product is CCOC(=O)CN1C(=O)COc2cc(Cl)c(Cl)cc21. RXN SMILES: [Br:14][CH2:15][C:16](=[O:17])[O:18][CH2:19][CH3:20].[CH3:34][C:35]#[N:36].[Cl:1][c:2]1[c:3]([Cl:13])[cH:4][c:5]2[c:6]([cH:12]1)[NH:7][C:8](=[O:11])[CH2:9][O:10]2.[ClH:28].[O:29]=[CH:30][N:31]([CH3:32])[CH3:33].[OH2:37].[OH:21][C:22]([C:23]([F:24])([F:25])[F:26])=[O:27]>>[Cl:1][c:2]1[c:3]([Cl:13])[cH:4][c:5]2[c:6]([cH:12]1)[N:7]([CH2:15][C:16](=[O:17])[O:18][CH2:19][CH3:20])[C:8](=[O:11])[CH2:9][O:10]2. The reactants are C(C)(=O)OCC(=C(C(=O)O)C1=CC(=C(C=C1)F)F)C1=CC=C(C=C1)S(=O)(=O)C (4-acetoxy-2-(3,4-difluoro-phenyl)-3-(4-methanesulfonyl-phenyl)-but-2-enoic acid), C(C)(C)(C)[Si](OCC(=C(CO)C1=CC=C(C=C1)S(=O)(=O)C)C1=CC(=C(C=C1)F)F)(C)C (4-(tert-Butyl-dimethyl-silanyloxy)-3-(3,4-difluoro-phenyl)-2-(4-methanesulfonyl-phenyl)-but-2-en-1-ol), C1(=CC=CC=C1)P(C1=CC=CC=C1)C1=CC=CC=C1 (triphenylphosphine). Yields the product C(C)(C)(C)[Si](OCC(=C(COC(C(=C(COC(C)=O)C1=CC=C(C=C1)S(=O)(=O)C)C1=CC(=C(C=C1)F)F)=O)C1=CC=C(C=C1)S(=O)(=O)C)C1=CC(=C(C=C1)F)F)(C)C (4-acetoxy-2-(3,4-difluoro-phenyl)-3-(4-methanesulfonyl-phenyl)-but-2-enoic acid 4-(tert-butyl-dimethyl-silanyloxy)-3-(3,4-difluoro-phenyl)-2-(4-methanesulfonyl-phenyl)-but-2-enyl ester). RXN SMILES: [C:1]([O:4][CH2:5][C:6]([C:19]1[CH:24]=[CH:23][C:22]([S:25]([CH3:28])(=[O:27])=[O:26])=[CH:21][CH:20]=1)=[C:7]([C:11]1[CH:16]=[CH:15][C:14]([F:17])=[C:13]([F:18])[CH:12]=1)[C:8]([OH:10])=[O:9])(=[O:3])[CH3:2].[C:29]([Si:33]([CH3:59])([CH3:58])[O:34][CH2:35][C:36]([C:50]1[CH:55]=[CH:54][C:53]([F:56])=[C:52]([F:57])[CH:51]=1)=[C:37]([C:40]1[CH:45]=[CH:44][C:43]([S:46]([CH3:49])(=[O:48])=[O:47])=[CH:42][CH:41]=1)[CH2:38]O)([CH3:32])([CH3:31])[CH3:30].C1(P(C2C=CC=CC=2)C2C=CC=CC=2)C=CC=CC=1>>[C:29]([Si:33]([CH3:58])([CH3:59])[O:34][CH2:35][C:36]([C:50]1[CH:55]=[CH:54][C:53]([F:56])=[C:52]([F:57])[CH:51]=1)=[C:37]([C:40]1[CH:45]=[CH:44][C:43]([S:46]([CH3:49])(=[O:48])=[O:47])=[CH:42][CH:41]=1)[CH2:38][O:9][C:8](=[O:10])[C:7]([C:11]1[CH:16]=[CH:15][C:14]([F:17])=[C:13]([F:18])[CH:12]=1)=[C:6]([C:19]1[CH:20]=[CH:21][C:22]([S:25]([CH3:28])(=[O:26])=[O:27])=[CH:23][CH:24]=1)[CH2:5][O:4][C:1](=[O:3])[CH3:2])([CH3:31])([CH3:32])[CH3:30]. Procedure: Diisobutylaluminum hydride (1.0 M solution in dichloromethane) was added dropwise to a solution of 3-(3,4-Difluoro-phenyl)-4-(4-methanesulfonyl-phenyl)-H-furan-2-one (15.0 g, 42.8 mmol) and CH2Cl2 at 0° C. Upon completion of the addition, the solution was allowed to warm to rt, and maintained for 12 h. The reaction mixture was quenched by the addition of a saturated solution of sodium potassium tartrate. Celite was added, and the resulting mixture was filtered. The aqueous layer was extracted wi...